describe an organic reaction: reactants, conditions, products, and yield From a dataset of the Open Reaction Database (ORD), a public repository of structured organic reaction records. Reactants: CC(C(=O)NN)(C)C (2,2-dimethylpropanehydrazide), ON1N=NC2=C1C=CC=C2 (1-hydroxybenzotriazole), Cl.C(C)N=C=NCCCN(C)C (1-ethyl-(3-dimethylamino propyl) carbodiimide hydrochloride), C(C1=CC=CC=C1)ON1[C@@H]2CC[C@H](N(C1=O)C2)C(=O)O ((2S,5R)-6-(benzyloxy)-7-oxo-1,6-diazabicyclo[3.2.1]octane-2-carboxylic acid). The solvent is C(Cl)Cl (DCM), C(Cl)Cl (DCM). Reaction conditions: time 8 hour. Product: C(C1=CC=CC=C1)ON1[C@@H]2CC[C@H](N(C1=O)C2)C(=O)NNC(C(C)(C)C)=O ((2S,5R)-6-(benzyloxy)-N′-(2,2-dimethylpropanoyl)-7-oxo-1,6-diazabicyclo[3.2.1]octane-2-carbohydrazide). Isolated yield 94.4%. RXN SMILES: [CH2:1]([O:8][N:9]1[C:15](=[O:16])[N:14]2[CH2:17][C@H:10]1[CH2:11][CH2:12][C@H:13]2[C:18]([OH:20])=O)[C:2]1[CH:7]=[CH:6][CH:5]=[CH:4][CH:3]=1.[CH3:21][C:22]([CH3:28])([CH3:27])[C:23]([NH:25][NH2:26])=[O:24].ON1C2C=CC=CC=2N=N1.Cl.C(N=C=NCCCN(C)C)C>C(Cl)Cl>[CH2:1]([O:8][N:9]1[C:15](=[O:16])[N:14]2[CH2:17][C@H:10]1[CH2:11][CH2:12][C@H:13]2[C:18]([NH:26][NH:25][C:23](=[O:24])[C:22]([CH3:28])([CH3:27])[CH3:21])=[O:20])[C:2]1[CH:3]=[CH:4][CH:5]=[CH:6][CH:7]=1 |f:3.4|. Reported procedure: To a mixture of (2S,5R)-6-(benzyloxy)-7-oxo-1,6-diazabicyclo[3.2.1]octane-2-carboxylic acid 1 (0.250 g, 0.905 mmol) in DCM (15.0 mL) were added 2,2-dimethylpropanehydrazide 253 (0.137 g, 1.358 mmol), 1-hydroxybenzotriazole (0.186 g, 1.358 mmol) and 1-ethyl-(3-dimethylamino propyl) carbodiimide hydrochloride (0.260 g, 1.358 mmol) sequentially at room temperature. The mixture was stirred at room temperature overnight, diluted with DCM and concentrated to provide a residue which was subjected to ch... The reactants are CS(=O)(=O)O (methanesulfonic acid), FC(C1=NC2=C(N1C1=NC(=NC(=N1)N1CCOCC1)NC=1C=NC=CC1)C=CC=C2OC)F (4-[2-(difluoromethyl)-4-methoxy-1H-benzimidazol-1-yl]-6-(4-morpholinyl)-N-(3-pyridinyl)-1,3,5-triazin-2-amine), CCOC(=O)C (EtOAc). Solvent: CO (MeOH). Yields the product CS(=O)(=O)O.FC(C1=NC2=C(N1C1=NC(=NC(=N1)N1CCOCC1)NC=1C=NC=CC1)C=CC=C2OC)F (4-[2-(difluoromethyl)-4-methoxy-1H-benzimidazol-1-yl]-6-(4-morpholinyl)-N-(3-pyridinyl)-1,3,5-triazin-2-amine methanesulfonate). RXN SMILES: [F:1][CH:2]([F:33])[C:3]1[N:7]([C:8]2[N:13]=[C:12]([N:14]3[CH2:19][CH2:18][O:17][CH2:16][CH2:15]3)[N:11]=[C:10]([NH:20][C:21]3[CH:22]=[N:23][CH:24]=[CH:25][CH:26]=3)[N:9]=2)[C:6]2[CH:27]=[CH:28][CH:29]=[C:30]([O:31][CH3:32])[C:5]=2[N:4]=1.[CH3:34][S:35]([OH:38])(=[O:37])=[O:36].CCOC(C)=O>CO>[CH3:34][S:35]([OH:38])(=[O:37])=[O:36].[F:33][CH:2]([F:1])[C:3]1[N:7]([C:8]2[N:13]=[C:12]([N:14]3[CH2:15][CH2:16][O:17][CH2:18][CH2:19]3)[N:11]=[C:10]([NH:20][C:21]3[CH:22]=[N:23][CH:24]=[CH:25][CH:26]=3)[N:9]=2)[C:6]2[CH:27]=[CH:28][CH:29]=[C:30]([O:31][CH3:32])[C:5]=2[N:4]=1 |f:4.5|. Procedure: A suspension of 4-[2-(difluoromethyl)-4-methoxy-1H-benzimidazol-1-yl]-6-(4-morpholinyl)-N-(3-pyridinyl)-1,3,5-triazin-2-amine in MeOH was treated with a slight excess of methanesulfonic acid, to give a clear solution. Addition of EtOAc gave a precipitate, which was collected by filtration and washed with EtOAc. Recrystallization from MeOH/EtOAc gave 4-[2-(difluoromethyl)-4-methoxy-1H-benzimidazol-1-yl]-6-(4-morpholinyl)-N-(3-pyridinyl)-1,3,5-triazin-2-amine methanesulfonate: mp 279-282° C.; 1H N...